This data is from the Open Reaction Database (ORD), a public repository of structured organic reaction records. The task is: describe an organic reaction: reactants, conditions, products, and yield The reactants are CCOC(C)=O, O=[Mn]=O, COC(=O)CC1(CSC(CCc2ccccc2C(C)(C)O)c2cccc(CO)c2)CC1. Product: COC(=O)CC1(CSC(CCc2ccccc2C(C)(C)O)c2cccc(C=O)c2)CC1. As a reaction SMILES: [CH3:32][CH2:33][O:34][C:35]([CH3:36])=[O:37].[O:38]=[Mn:39]=[O:40].[OH:1][CH2:2][c:3]1[cH:4][c:5]([CH:9]([CH2:10][CH2:11][c:12]2[c:13]([C:18]([CH3:19])([CH3:20])[OH:21])[cH:14][cH:15][cH:16][cH:17]2)[S:22][CH2:23][C:24]2([CH2:27][C:28](=[O:29])[O:30][CH3:31])[CH2:25][CH2:26]2)[cH:6][cH:7][cH:8]1>>[O:1]=[CH:2][c:3]1[cH:4][c:5]([CH:9]([CH2:10][CH2:11][c:12]2[c:13]([C:18]([CH3:19])([CH3:20])[OH:21])[cH:14][cH:15][cH:16][cH:17]2)[S:22][CH2:23][C:24]2([CH2:27][C:28](=[O:29])[O:30][CH3:31])[CH2:25][CH2:26]2)[cH:6][cH:7][cH:8]1. The reactants are O=C([O-])[O-], C1CCOC1, CC(O)Cl, ClCCl, [Cs+], [Cs+], [I-], [K+], O, OCCCl, COC(=O)c1ccc(O)cc1. Yields the product COC(=O)c1ccc(OCCO)cc1. As a reaction SMILES: [C:18](=[O:19])([O-:20])[O-:21].[CH2:32]1[O:33][CH2:34][CH2:35][CH2:36]1.[Cl:24][CH:25]([OH:26])[CH3:27].[Cl:28][CH2:29][Cl:30].[Cs+:22].[Cs+:23].[I-:17].[K+:16].[OH2:31].[OH:12][CH2:13][CH2:14][Cl:15].[OH:1][c:2]1[cH:3][cH:4][c:5]([C:6](=[O:7])[O:8][CH3:9])[cH:10][cH:11]1>>[O:1]([c:2]1[cH:3][cH:4][c:5]([C:6](=[O:7])[O:8][CH3:9])[cH:10][cH:11]1)[CH2:14][CH2:13][OH:12]. Reactants: O=C([O-])[O-], FC(F)(F)c1cnc(Cl)cc1I, [Cs+], [Cs+], C1COCCO1, O=C(C=Cc1ccccc1)C=Cc1ccccc1, O=C(C=Cc1ccccc1)C=Cc1ccccc1, O=C(C=Cc1ccccc1)C=Cc1ccccc1, [Pd], [Pd], Nc1ncsc1-c1ncccn1. Yields the product FC(F)(F)c1cnc(Cl)cc1Nc1ncsc1-c1ncccn1. RXN SMILES: [C:25](=[O:26])([O-:27])[O-:28].[Cl:1][c:2]1[n:3][cH:4][c:5]([C:9]([F:10])([F:11])[F:12])[c:6]([I:8])[cH:7]1.[Cs+:29].[Cs+:30].[O:31]1[CH2:32][CH2:33][O:34][CH2:35][CH2:36]1.[O:39]=[C:40]([CH:41]=[CH:42][c:43]1[cH:44][cH:45][cH:46][cH:47][cH:48]1)[CH:49]=[CH:50][c:51]1[cH:52][cH:53][cH:54][cH:55][cH:56]1.[O:57]=[C:58]([CH:59]=[CH:60][c:61]1[cH:62][cH:63][cH:64][cH:65][cH:66]1)[CH:67]=[CH:68][c:69]1[cH:70][cH:71][cH:72][cH:73][cH:74]1.[O:75]=[C:76]([CH:77]=[CH:78][c:79]1[cH:80][cH:81][cH:82][cH:83][cH:84]1)[CH:85]=[CH:86][c:87]1[cH:88][cH:89][cH:90][cH:91][cH:92]1.[Pd:37].[Pd:38].[n:13]1[c:14](-[c:19]2[c:20]([NH2:24])[n:21][cH:22][s:23]2)[n:15][cH:16][cH:17][cH:18]1>>[Cl:1][c:2]1[n:3][cH:4][c:5]([C:9]([F:10])([F:11])[F:12])[c:6]([NH:24][c:20]2[c:19](-[c:14]3[n:13][cH:18][cH:17][cH:16][n:15]3)[s:23][cH:22][n:21]2)[cH:7]1. Reactants: C(C1=CC=CC=C1)OC1=CC(=CC(=C1)C1=CC=NC=C1)F (O-benzyl-3-fluoro-5-(4-pyridyl)phenol), [OH-].[Na+] (NaOH). Solvent: C1(=CC=CC=C1)SC (thioanisole), C(F)(F)(F)C(=O)O (CF3CO2H). Conditions: temperature 80 celsius. Product: FC=1C=C(C=C(C1)C1=CC=NC=C1)O (3-Fluoro-5-(4-pyridyl)phenol). Reaction SMILES: C([O:8][C:9]1[CH:14]=[C:13]([C:15]2[CH:20]=[CH:19][N:18]=[CH:17][CH:16]=2)[CH:12]=[C:11]([F:21])[CH:10]=1)C1C=CC=CC=1.[OH-].[Na+]>C1(SC)C=CC=CC=1.C(C(O)=O)(F)(F)F>[F:21][C:11]1[CH:10]=[C:9]([OH:8])[CH:14]=[C:13]([C:15]2[CH:20]=[CH:19][N:18]=[CH:17][CH:16]=2)[CH:12]=1 |f:1.2|. Procedure details: A mixture of O-benzyl-3-fluoro-5-(4-pyridyl)phenol (120 mg) in thioanisole (1 mL) and CF3CO2H (0.6 mL) was heated at 80° C. for 1 h. The mixture was cooled to r.t., made basic with 10N NaOH and extracted with Et2O. The organics were washed with NaHCO3, brine, dried (MgSO4) and concentrated. The residue was triturated with hexane to provide the title compound as a solid. Starting materials: CC1CC1c1n[nH]c2ncc(N)cc12, CCN=C=NCCCN(C)C, CCCS(=O)(=O)Nc1ccc(F)c(C(=O)O)c1F, CN(C)C=O, On1nnc2ccccc21. Product: CCCS(=O)(=O)Nc1ccc(F)c(C(=O)Nc2cnc3[nH]nc(C4CC4C)c3c2)c1F. As a reaction SMILES: [CH3:1][CH:2]1[CH:3]([c:5]2[n:6][nH:7][c:8]3[n:9][cH:10][c:11]([NH2:14])[cH:12][c:13]23)[CH2:4]1.[CH3:33][CH2:34][N:35]=[C:36]=[N:37][CH2:38][CH2:39][CH2:40][N:41]([CH3:42])[CH3:43].[F:15][c:16]1[c:17]([C:18](=[O:19])[OH:20])[c:21]([F:32])[cH:22][cH:23][c:24]1[NH:25][S:26](=[O:27])(=[O:28])[CH2:29][CH2:30][CH3:31].[O:54]=[CH:55][N:56]([CH3:57])[CH3:58].[OH:44][n:45]1[c:46]2[c:47]([cH:48][cH:49][cH:50][cH:51]2)[n:52][n:53]1>>[CH3:1][CH:2]1[CH:3]([c:5]2[n:6][nH:7][c:8]3[n:9][cH:10][c:11]([NH:14][C:18]([c:17]4[c:16]([F:15])[c:24]([NH:25][S:26](=[O:27])(=[O:28])[CH2:29][CH2:30][CH3:31])[cH:23][cH:22][c:21]4[F:32])=[O:19])[cH:12][c:13]23)[CH2:4]1. Reactants: FC1=CC=C(C=C1)CCBr (2-(4-fluorophenyl)ethyl bromide), [I-].[Na+] (sodium iodide). The solvent is CC(=O)C (acetone). Run at time 20 hour. Yields the product FC1=CC=C(C=C1)CCI (2-(4-Fluorophenyl)ethyl Iodide). Reaction SMILES: [F:1][C:2]1[CH:7]=[CH:6][C:5]([CH2:8][CH2:9]Br)=[CH:4][CH:3]=1.[I-:11].[Na+]>CC(C)=O>[F:1][C:2]1[CH:7]=[CH:6][C:5]([CH2:8][CH2:9][I:11])=[CH:4][CH:3]=1 |f:1.2|. Procedure: A mixture containing 2-(4-fluorophenyl)ethyl bromide (see Preparation 76) (10 g), sodium iodide (10 g) and acetone (200 ml) was stirred at room temperature for 20 hours then filtered. The filtrate was concentrated in vacuo to give the title compound as a colourless oil, 12 g. Reactants: FC(C=1C=C(C=CC1)S(=O)(=O)Cl)(F)F (3-Trifluoromethyl-benzenesulfonyl chloride), polystyrene diisopropylethylamine, solution, O=C1NC2=C(N1C1CCNCC1)C=CC=C2 (4-(2-keto-1-benzimidazolinyl)piperidine), polystyrene trisamine. The solvent is C(Cl)Cl.CN(C=O)C (methylene chloride dimethyl formamide). Run at time 18 hour. Product: FC(C=1C=C(C=CC1)S(=O)(=O)N1CCC(CC1)N1C(NC2=C1C=CC=C2)=O)(F)F (1-[1-(3-Trifluoromethyl-benzenesulfonyl)-piperidin-4-yl]-1,3-dihydro-benzoimidazol-2-one). Isolated yield 87.0%. As a reaction SMILES: [F:1][C:2]([F:14])([F:13])[C:3]1[CH:4]=[C:5]([S:9](Cl)(=[O:11])=[O:10])[CH:6]=[CH:7][CH:8]=1.[O:15]=[C:16]1[N:20]([CH:21]2[CH2:26][CH2:25][NH:24][CH2:23][CH2:22]2)[C:19]2[CH:27]=[CH:28][CH:29]=[CH:30][C:18]=2[NH:17]1>C(Cl)Cl.CN(C)C=O>[F:1][C:2]([F:14])([F:13])[C:3]1[CH:4]=[C:5]([S:9]([N:24]2[CH2:23][CH2:22][CH:21]([N:20]3[C:19]4[CH:27]=[CH:28][CH:29]=[CH:30][C:18]=4[NH:17][C:16]3=[O:15])[CH2:26][CH2:25]2)(=[O:11])=[O:10])[CH:6]=[CH:7][CH:8]=1 |f:2.3|. Procedure details: Excess 3-Trifluoromethyl-benzenesulfonyl chloride and polystyrene-diisopropylethylamine resin (ca. 40 mg) were added to a 50 mM solution of 4-(2-keto-1-benzimidazolinyl)piperidine in methylene chloride-dimethyl formamide (9:1) (1 mL). The mixture was shaken 18 hours then scavenged with polystyrene-trisamine resin (ca. 33 mg) for another 18 hours. The reaction was filtered and evaporated to give 1-[1-(3-Trifluoromethyl-benzenesulfonyl)-piperidin-4-yl]-1,3-dihydro-benzoimidazol-2-one (18.6 mg, 87%... Starting materials: CCCCO, Cc1ccccc1N1CCNCC1, CC(C)O, CC(C)OC(C)C, CN1CC(CCCl)OC1=O, [I-], [K+], [Na+], [Na+], O=C([O-])[O-]. Yields the product Cc1ccccc1N1CCN(CCC2CN(C)C(=O)O2)CC1. Reaction SMILES: [CH2:43]([OH:44])[CH2:45][CH2:46][CH3:47].[CH3:1][c:2]1[c:3]([N:8]2[CH2:9][CH2:10][NH:11][CH2:12][CH2:13]2)[cH:4][cH:5][cH:6][cH:7]1.[CH3:32][CH:33]([OH:34])[CH3:35].[CH:36]([O:37][CH:38]([CH3:39])[CH3:40])([CH3:41])[CH3:42].[Cl:14][CH2:15][CH2:16][CH:17]1[CH2:18][N:19]([CH3:23])[C:20](=[O:22])[O:21]1.[I-:31].[K+:30].[Na+:24].[Na+:25].[O-:26][C:27](=[O:28])[O-:29]>>[CH3:1][c:2]1[c:3]([N:8]2[CH2:9][CH2:10][N:11]([CH2:15][CH2:16][CH:17]3[CH2:18][N:19]([CH3:23])[C:20](=[O:22])[O:21]3)[CH2:12][CH2:13]2)[cH:4][cH:5][cH:6][cH:7]1. Reported procedure: The title compound was prepared according to the procedure described in Example 127 following Step 6 and 7 by coupling of 3-chloro-4-(chloromethyl)-5-(4-methoxyphenyl)-1,2-thiazole and ethyl 3-(4-hydroxy-2,3-dimethylphenyl)propanoate followed by hydrolysis to afford the desired product as an off-white solid. 1H NMR: (300 MHz, CDCl3) δ: 7.502 (d, J=6.6 Hz, 2H), 7.00 (t, J=6.0 Hz, 3H), 6.784 (d, J=6.0 Hz, 1H), 4.925 (s, 2H), 3.87 (s, 3H), 2.99 (t, J=6.0 Hz, 2H), 2.64 (t, J=6.0 Hz, 2H), 2.27 (s, 3H... Product: ClC1=NSC(=C1COC1=C(C(=C(C=C1)CCC(=O)O)C)C)C1=CC=C(C=C1)OC (3-(4-[[3-chloro-5-(4-methoxyphenyl)-1,2-thiazol-4-yl]methoxy]-2,3-dimethylphenyl)propanoic acid). RXN SMILES: [Cl:1][C:2]1[C:6]([CH2:7]Cl)=[C:5]([C:9]2[CH:14]=[CH:13][C:12]([O:15][CH3:16])=[CH:11][CH:10]=2)[S:4][N:3]=1.[OH:17][C:18]1[CH:23]=[CH:22][C:21]([CH2:24][CH2:25][C:26]([O:28]CC)=[O:27])=[C:20]([CH3:31])[C:19]=1[CH3:32]>>[Cl:1][C:2]1[C:6]([CH2:7][O:17][C:18]2[CH:23]=[CH:22][C:21]([CH2:24][CH2:25][C:26]([OH:28])=[O:27])=[C:20]([CH3:31])[C:19]=2[CH3:32])=[C:5]([C:9]2[CH:14]=[CH:13][C:12]([O:15][CH3:16])=[CH:11][CH:10]=2)[S:4][N:3]=1. The reactants are ClC1=NSC(=C1CCl)C1=CC=C(C=C1)OC (3-chloro-4-(chloromethyl)-5-(4-methoxyphenyl)-1,2-thiazole), OC1=C(C(=C(C=C1)CCC(=O)OCC)C)C (ethyl 3-(4-hydroxy-2,3-dimethylphenyl)propanoate). Starting materials: O=C([O-])[O-], CS(C)=O, CN(C)c1ccncc1, Cc1cc(O)c(-c2nc(C)c(C)s2)nc1C, COc1cc2nccc(Cl)c2cc1OC, [Cs+], [Cs+], O. The product is COc1cc2nccc(Oc3cc(C)c(C)nc3-c3nc(C)c(C)s3)c2cc1OC. Reaction SMILES: [C:36](=[O:37])([O-:38])[O-:39].[CH3:1][S:2](=[O:3])[CH3:4].[CH3:42][N:43]([c:44]1[cH:45][cH:46][n:47][cH:48][cH:49]1)[CH3:50].[CH3:5][c:6]1[cH:7][c:8]([OH:20])[c:9](-[c:13]2[s:14][c:15]([CH3:19])[c:16]([CH3:18])[n:17]2)[n:10][c:11]1[CH3:12].[Cl:21][c:22]1[cH:23][cH:24][n:25][c:26]2[cH:27][c:28]([O:34][CH3:35])[c:29]([O:32][CH3:33])[cH:30][c:31]12.[Cs+:40].[Cs+:41].[OH2:51]>>[CH3:5][c:6]1[cH:7][c:8]([O:20][c:22]2[cH:23][cH:24][n:25][c:26]3[cH:27][c:28]([O:34][CH3:35])[c:29]([O:32][CH3:33])[cH:30][c:31]23)[c:9](-[c:13]2[s:14][c:15]([CH3:19])[c:16]([CH3:18])[n:17]2)[n:10][c:11]1[CH3:12].